describe an organic reaction: reactants, conditions, products, and yield From a dataset of the Open Reaction Database (ORD), a public repository of structured organic reaction records. Starting materials: CC(=O)SCC(CC1CN(Cc2ccccc2)CCO1)C(=O)Nc1cccc(C(=O)O)c1, CO, Cl, [Na+], [OH-]. Product: O=C(O)c1cccc(NC(=O)C(CS)CC2CN(Cc3ccccc3)CCO2)c1. RXN SMILES: [C:1](=[O:2])([CH3:3])[S:4][CH2:5][CH:6]([C:7](=[O:8])[NH:9][c:10]1[cH:11][c:12]([C:13](=[O:14])[OH:15])[cH:16][cH:17][cH:18]1)[CH2:19][CH:20]1[O:21][CH2:22][CH2:23][N:24]([CH2:26][c:27]2[cH:28][cH:29][cH:30][cH:31][cH:32]2)[CH2:25]1.[CH3:36][OH:37].[ClH:35].[Na+:34].[OH-:33]>>[SH:4][CH2:5][CH:6]([C:7](=[O:8])[NH:9][c:10]1[cH:11][c:12]([C:13](=[O:14])[OH:15])[cH:16][cH:17][cH:18]1)[CH2:19][CH:20]1[O:21][CH2:22][CH2:23][N:24]([CH2:26][c:27]2[cH:28][cH:29][cH:30][cH:31][cH:32]2)[CH2:25]1. Starting materials: [H-].[Na+] (Sodium hydride), NC=1SC(=NN1)SCCC (2-amino-5-propylthio-1,3,4-thiadiazole), C(\C=C(/C)\CCC=C(C)C)OC1=CC=C(C(=O)O)C=C1 (4-Geranyloxybenzoic acid), C(=O)(N1C=NC=C1)N1C=NC=C1 (carbonyldiimidazole). The solvent is O1CCCC1 (tetrahydrofuran), O1CCCC1 (tetrahydrofuran). Reaction conditions: time 4 hour. Product: C(\C=C(/C)\CCC=C(C)C)OC1=CC=C(C(=O)NC=2SC(=NN2)SCCC)C=C1 (2-(4-geranyloxybenzoyl)amino-5-propylthio-1,3,4-thiadiazole). Yield: 44.0%. Reaction SMILES: [H-].[Na+].[NH2:3][C:4]1[S:5][C:6]([S:9][CH2:10][CH2:11][CH3:12])=[N:7][N:8]=1.[CH2:13]([O:23][C:24]1[CH:32]=[CH:31][C:27]([C:28](O)=[O:29])=[CH:26][CH:25]=1)/[CH:14]=[C:15](/[CH2:17][CH2:18][CH:19]=[C:20]([CH3:22])[CH3:21])\[CH3:16].C(N1C=CN=C1)(N1C=CN=C1)=O>O1CCCC1>[CH2:13]([O:23][C:24]1[CH:25]=[CH:26][C:27]([C:28]([NH:3][C:4]2[S:5][C:6]([S:9][CH2:10][CH2:11][CH3:12])=[N:7][N:8]=2)=[O:29])=[CH:31][CH:32]=1)/[CH:14]=[C:15](/[CH2:17][CH2:18][CH:19]=[C:20]([CH3:22])[CH3:21])\[CH3:16] |f:0.1|. Procedure: Sodium hydride (0.6 g) and 2-amino-5-propylthio-1,3,4-thiadiazole (1.2 g) were stirred in tetrahydrofuran (30 ml) for 30 minutes while being cooled with ice. 4-Geranyloxybenzoic acid (1.9 g) and carbonyldiimidazole (1.3 g) were stirred in tetrahydrofuran (30 ml) for 30 minutes at room temperature and the mixture was added to the former reaction mixture. The mixture was stirred for 4 hours at room temperature, and then concentrated under a vacuum. The residue, with water added thereto, was extrac... The reactants are ClC1=C(CBr)C=CC=C1 (2-chloro benzyl bromide), COC(C1=CC(=CC(=C1)OCC=C(C)C)O)=O (3-hydroxy-5-(3-methyl-but-2-enyloxy)-benzoic acid methyl ester), Intermediate 1a, C([O-])([O-])=O.[K+].[K+] (potassium carbonate). The product is COC(C1=CC(=CC(=C1)OCC=C(C)C)OCC1=C(C=CC=C1)Cl)=O (3-(2-Chloro-benzyloxy)-5-(3-methyl-but-2-enyloxy)-benzoic acid methyl ester), oil. Yield: 100.0%. As a reaction SMILES: C(=O)([O-])[O-].[K+].[K+].[Cl:7][C:8]1[CH:15]=[CH:14][CH:13]=[CH:12][C:9]=1[CH2:10]Br.[CH3:16][O:17][C:18](=[O:32])[C:19]1[CH:24]=[C:23]([O:25][CH2:26][CH:27]=[C:28]([CH3:30])[CH3:29])[CH:22]=[C:21]([OH:31])[CH:20]=1>>[CH3:16][O:17][C:18](=[O:32])[C:19]1[CH:24]=[C:23]([O:25][CH2:26][CH:27]=[C:28]([CH3:29])[CH3:30])[CH:22]=[C:21]([O:31][CH2:10][C:9]2[CH:12]=[CH:13][CH:14]=[CH:15][C:8]=2[Cl:7])[CH:20]=1 |f:0.1.2|. Procedure: The title compound was prepared in a similar manner as described for Intermediate 1a, from potassium carbonate (1.25 g, 9.06 mmol), 2-chloro benzyl bromide (0.59 mL, 4.53 mmol), and 3-hydroxy-5-(3-methyl-but-2-enyloxy)-benzoic acid methyl ester (374a) (1.07 g, 4.53 mmol). Purification by flash column chromatography eluting with 5% EtOAc in hexanes gave a colorless oil (1.60 g, 100% yield). 1H NMR (400 MHz, CDCl3) δ 7.51-7.61 (m, 1 H) 7.37-7.45 (m, 1 H) 7.30 (dd, J=3.92, 2.40 Hz, 2 H) 7.27-7.29 (... Starting materials: Cl.N[C@H]1CC[C@H](CC1)NC(=O)C1=C(NC=2C1=NC=CC2C2=C(C=CC(=C2)OC)OCC2CC2)C (N-(cis-4-aminocyclohexyl)-7-[2-(cyclopropylmethoxy)-5-methoxyphenyl]-2-methyl-1H-pyrrolo[3,2-b]pyridine-3-carboxamide hydrochloride), C(CC)(=O)Cl (propionyl chloride). Product: C1(CC1)COC1=C(C=C(C=C1)OC)C1=C2C(=NC=C1)C(=C(N2)C)C(=O)N[C@@H]2CC[C@@H](CC2)NC(CC)=O (7-[2-(Cyclopropylmethoxy)-5-methoxyphenyl]-2-methyl-N-[cis-4-(propanoylamino)cyclohexyl]-1H-pyrrolo[3,2-b]pyridine-3-carboxamide). As a reaction SMILES: Cl.[NH2:2][C@@H:3]1[CH2:8][CH2:7][C@H:6]([NH:9][C:10]([C:12]2[C:16]3=[N:17][CH:18]=[CH:19][C:20]([C:21]4[CH:26]=[C:25]([O:27][CH3:28])[CH:24]=[CH:23][C:22]=4[O:29][CH2:30][CH:31]4[CH2:33][CH2:32]4)=[C:15]3[NH:14][C:13]=2[CH3:34])=[O:11])[CH2:5][CH2:4]1.[C:35](Cl)(=[O:38])[CH2:36][CH3:37]>>[CH:31]1([CH2:30][O:29][C:22]2[CH:23]=[CH:24][C:25]([O:27][CH3:28])=[CH:26][C:21]=2[C:20]2[CH:19]=[CH:18][N:17]=[C:16]3[C:12]([C:10]([NH:9][C@H:6]4[CH2:7][CH2:8][C@@H:3]([NH:2][C:35](=[O:38])[CH2:36][CH3:37])[CH2:4][CH2:5]4)=[O:11])=[C:13]([CH3:34])[NH:14][C:15]=23)[CH2:32][CH2:33]1 |f:0.1|. Procedure details: Starting from N-(cis-4-aminocyclohexyl)-7-[2-(cyclopropylmethoxy)-5-methoxyphenyl]-2-methyl-1H-pyrrolo[3,2-b]pyridine-3-carboxamide hydrochloride (example D.f16) and commercially available propionyl chloride the title compound is obtained as colorless solid. Reactants: O=C([O-])[O-], O=C(O)c1cccnc1Cl, [Cu]I, [Cu], Oc1cccc(C(F)(F)F)c1, [K+], [K+], CN(C)C=O. Product: O=C(O)c1cccnc1Oc1cccc(C(F)(F)F)c1. As a reaction SMILES: [C:22](=[O:23])([O-:24])[O-:25].[Cl:1][c:2]1[c:3]([C:4](=[O:5])[OH:6])[cH:7][cH:8][cH:9][n:10]1.[Cu:33][I:34].[Cu:35].[F:11][C:12]([c:13]1[cH:14][c:15]([OH:19])[cH:16][cH:17][cH:18]1)([F:20])[F:21].[K+:26].[K+:27].[O:28]=[CH:29][N:30]([CH3:31])[CH3:32]>>[c:2]1([O:19][c:15]2[cH:14][c:13]([C:12]([F:11])([F:20])[F:21])[cH:18][cH:17][cH:16]2)[c:3]([C:4](=[O:5])[OH:6])[cH:7][cH:8][cH:9][n:10]1. Reactants: CC(C)([O-])C.[Na+] (Sodium tert-butoxide), C(#N)C1=CC=C(C=C1)C(NC(=O)NC1=CC(=CC=C1)C(F)(F)F)C1=C(CCCC1=O)OCC (1-((4-cyanophenyl)-(2-ethoxy-6-oxocyclohex-1-enyl)methyl)-3-(3-(trifluoromethyl)phenyl)urea), C(#N)C1=CC=C(C=C1)C(NC(=O)NC1=CC(=CC=C1)C(F)(F)F)C1=C(CCCC1=O)OCC (1-((4-cyanophenyl)-(2-ethoxy-6-oxocyclohex-1-enyl)methyl)-3-(3-(trifluoromethyl)phenyl)urea). Run in C(C)#N (acetonitrile). Run at time 1 hour. The product is O=C1N(C=2CCCC(C2C(N1)C1=CC=C(C#N)C=C1)=O)C1=CC(=CC=C1)C(F)(F)F (4-(2,5-Dioxo-1-(3-(trifluoromethyl)phenyl)-1,2,3,4,5,6,7,8-octahydroquinazolin-4-yl)-benzonitrile). Reaction SMILES: CC(C)([O-])C.[Na+].[C:7]([C:9]1[CH:14]=[CH:13][C:12]([CH:15]([C:30]2[C:35](=[O:36])[CH2:34][CH2:33][CH2:32][C:31]=2OCC)[NH:16][C:17]([NH:19][C:20]2[CH:25]=[CH:24][CH:23]=[C:22]([C:26]([F:29])([F:28])[F:27])[CH:21]=2)=[O:18])=[CH:11][CH:10]=1)#[N:8]>C(#N)C>[O:18]=[C:17]1[NH:16][CH:15]([C:12]2[CH:13]=[CH:14][C:9]([C:7]#[N:8])=[CH:10][CH:11]=2)[C:30]2[C:35](=[O:36])[CH2:34][CH2:33][CH2:32][C:31]=2[N:19]1[C:20]1[CH:25]=[CH:24][CH:23]=[C:22]([C:26]([F:27])([F:28])[F:29])[CH:21]=1 |f:0.1|. Procedure details: Sodium tert-butoxide (2.55 g, 26.5 mmol) is added to a mixture of 1-((4-cyanophenyl)-(2-ethoxy-6-oxocyclohex-1-enyl)methyl)-3-(3-(trifluoromethyl)phenyl)urea (intermediate 5, 10.1 g, 22.1 mmol) and acetonitrile (100 mL). After 20 min the mixture is filtered and the precipitate is washed with acetonitrile and methyl tert-butyl ether. The precipitate is mixed with water (300 mL) and the suspension is stirred for 1 h. The precipitate is filtered again and dried under reduced pressure. Yield: 5.24 g... RXN SMILES: [C:1](#[N:2])[CH2:3][CH2:4][N:5]1[CH2:6][c:7]2[c:8]([cH:14][cH:15][cH:16][cH:17]2)[CH:9]([CH3:13])[CH2:10][C:11]1=[O:12].[CH3:18][C:19](=[O:20])[O:21][C:22](=[O:23])[CH3:24].[CH3:26][C:27](=[O:28])[O-:29].[Na+:25]>>[CH2:1]([NH:2][C:19]([CH3:18])=[O:20])[CH2:3][CH2:4][N:5]1[CH2:6][c:7]2[c:8]([cH:14][cH:15][cH:16][cH:17]2)[CH:9]([CH3:13])[CH2:10][C:11]1=[O:12]. The product is CC(=O)NCCCN1Cc2ccccc2C(C)CC1=O. Starting materials: CC1CC(=O)N(CCC#N)Cc2ccccc21, CC(=O)OC(C)=O, CC(=O)[O-], [Na+].